From a dataset of the Open Reaction Database (ORD), a public repository of structured organic reaction records. describe an organic reaction: reactants, conditions, products, and yield Starting materials: CC(=O)OCC(C)n1ccc2c([N+](=O)[O-])c(C3CC3)ccc2c1=O, CCO, [Pd]. The product is CC(=O)OCC(C)n1ccc2c(N)c(C3CC3)ccc2c1=O. RXN SMILES: [C:1]([CH3:2])(=[O:3])[O:4][CH2:5][CH:6]([CH3:7])[n:8]1[c:9](=[O:24])[c:10]2[cH:11][cH:12][c:13]([CH:21]3[CH2:22][CH2:23]3)[c:14]([N+:18]([O-:19])=[O:20])[c:15]2[cH:16][cH:17]1.[CH3:25][CH2:26][OH:27].[Pd:28]>>[C:1]([CH3:2])(=[O:3])[O:4][CH2:5][CH:6]([CH3:7])[n:8]1[c:9](=[O:24])[c:10]2[cH:11][cH:12][c:13]([CH:21]3[CH2:22][CH2:23]3)[c:14]([NH2:18])[c:15]2[cH:16][cH:17]1.